From a dataset of the Open Reaction Database (ORD), a public repository of structured organic reaction records. describe an organic reaction: reactants, conditions, products, and yield Starting materials: NC1=NC(=CC=C1C(=O)OCC1=CC=CC=C1)F (benzyl 2-amino-6-fluoropyridine-3-carboxylate), [H][H] (Hydrogen), [H][H] (hydrogen). Reagents/catalysts: [Pd] (Palladium on charcoal). The solvent is C(C)O (ethanol). Product: NC1=NC(=CC=C1C(=O)O)F (2-Amino-6-fluoropyridine-3-carboxylic acid). The yield is 96.1%. RXN SMILES: [NH2:1][C:2]1[C:7]([C:8]([O:10]CC2C=CC=CC=2)=[O:9])=[CH:6][CH:5]=[C:4]([F:18])[N:3]=1.[H][H]>C(O)C.[Pd]>[NH2:1][C:2]1[C:7]([C:8]([OH:10])=[O:9])=[CH:6][CH:5]=[C:4]([F:18])[N:3]=1. Procedure: A solution of benzyl 2-amino-6-fluoropyridine-3-carboxylate (2.0 g, 0.008 mole) in ethanol (250 ml) containing 5 percent Palladium on charcoal was shaken in a hydrogen atmosphere (50 psi was the initial pressure) using a Paar apparatus. Hydrogen uptake ceased after 10-15 minutes. After purging the hydrogen from the system, the catalyst was removed by filtration, and the solvent evaporated to give 1.2 g (94 percent) of the desired acid. Recrystallization from water gave an analytical sample: m.p.... Reagents/catalysts: C=1C=CC(=CC1)[P](C=2C=CC=CC2)(C=3C=CC=CC3)[Pd]([P](C=4C=CC=CC4)(C=5C=CC=CC5)C=6C=CC=CC6)([P](C=7C=CC=CC7)(C=8C=CC=CC8)C=9C=CC=CC9)[P](C=1C=CC=CC1)(C=1C=CC=CC1)C=1C=CC=CC1 (Pd(PPh3)4). RXN SMILES: Cl[C:2]1[N:7]=[CH:6][N:5]=[C:4]([NH:8][C:9]2[CH:14]=[CH:13][C:12]([O:15][C:16]([F:19])([F:18])[F:17])=[CH:11][CH:10]=2)[CH:3]=1.[CH3:20][N:21]1[C:25]([CH3:26])=[C:24](B2OC(C)(C)C(C)(C)O2)[C:23]([CH3:36])=[N:22]1.C(=O)([O-])[O-].[Na+].[Na+].C(O)(C(F)(F)F)=O>C(#N)C.C1C=CC([P]([Pd]([P](C2C=CC=CC=2)(C2C=CC=CC=2)C2C=CC=CC=2)([P](C2C=CC=CC=2)(C2C=CC=CC=2)C2C=CC=CC=2)[P](C2C=CC=CC=2)(C2C=CC=CC=2)C2C=CC=CC=2)(C2C=CC=CC=2)C2C=CC=CC=2)=CC=1.O>[F:17][C:16]([F:19])([F:18])[O:15][C:12]1[CH:13]=[CH:14][C:9]([NH:8][C:4]2[CH:3]=[C:2]([C:24]3[C:23]([CH3:36])=[N:22][N:21]([CH3:20])[C:25]=3[CH3:26])[N:7]=[CH:6][N:5]=2)=[CH:10][CH:11]=1 |f:2.3.4,^1:56,58,77,96|. Run in C(C)#N (acetonitrile), O (water). The reactants are ClC1=CC(=NC=N1)NC1=CC=C(C=C1)OC(F)(F)F (6-Chloro-N-(4-(trifluoromethoxy)phenyl)pyrimidin-4-amine), CN1N=C(C(=C1C)B1OC(C(O1)(C)C)(C)C)C (1,3,5-trimethyl-4-(4,4,5,5-tetramethyl-1,3,2-dioxaborolan-2-yl)-1H-pyrazole), C([O-])([O-])=O.[Na+].[Na+] (sodium carbonate), C(=O)(C(F)(F)F)O (TFA). Reported procedure: 6-Chloro-N-(4-(trifluoromethoxy)phenyl)pyrimidin-4-amine intermediate (5.2 mg, 0.17 mmol), 1,3,5-trimethyl-4-(4,4,5,5-tetramethyl-1,3,2-dioxaborolan-2-yl)-1H-pyrazole (40 mg, 0.17 mmol), Pd(PPh3)4 (10 mg, 0.085 mmol) and sodium carbonate (73 mg, 0.69 mmol) were dissolved in acetonitrile:water (v/v 1:1, 10 ml). The flask was stirred at 95° C. for 5 hr. The solvent was removed and directly subjected to prep-HPLC to afford 65 mg (80% Yield) of the title compound as TFA salt. 1H NMR 400 MHz (DMSO-d6... Isolated yield 105.2%. Product: FC(OC1=CC=C(C=C1)NC1=NC=NC(=C1)C=1C(=NN(C1C)C)C)(F)F (N-(4-(trifluoromethoxy)phenyl)-6-(1,3,5-trimethyl-1H-pyrazol-4-yl)pyrimidin-4-amine). Reaction conditions: temperature 95 celsius, time 5 hour. Starting materials: COC=1C(=CC2=C(C(=NCC(N2)=O)C2=CC=CC=C2)C1)OC (7,8-dimethoxy-5-phenyl-1,3-dihydro-1,4-benzodiazepin-2-one), IC (iodomethane), C(C)OC1=CC2=C(C(=NCC(N2)=O)C2=CC=CC=C2)C=C1OC (8-ethoxy-7-methoxy-5-phenyl-1,3-dihydro-2H-1,4-benzodiazepin-2-one), C1(OCCO1)=O (ethylene carbonate). Yields the product C(C)OC1=CC2=C(C(=NCC(N2C)=O)C2=CC=CC=C2)C=C1OC (8-ethoxy-7-methoxy-1-methyl-5-phenyl-1,3-dihydro-2H-1,4-benzodiazepin-2-one). The yield is 69.0%. As a reaction SMILES: [CH3:1]OC1C(OC)=CC2NC(=O)CN=C(C3C=CC=CC=3)C=2C=1.[CH2:23]([O:25][C:26]1[C:43]([O:44][CH3:45])=[CH:42][C:29]2[C:30]([C:36]3[CH:41]=[CH:40][CH:39]=[CH:38][CH:37]=3)=[N:31][CH2:32][C:33](=[O:35])[NH:34][C:28]=2[CH:27]=1)[CH3:24].C1(=O)OCCO1.IC>>[CH2:23]([O:25][C:26]1[C:43]([O:44][CH3:45])=[CH:42][C:29]2[C:30]([C:36]3[CH:41]=[CH:40][CH:39]=[CH:38][CH:37]=3)=[N:31][CH2:32][C:33](=[O:35])[N:34]([CH3:1])[C:28]=2[CH:27]=1)[CH3:24]. Procedure details: By replacing in the example 7,8-dimethoxy-5-phenyl-1,3-dihydro-1,4-benzodiazepin-2-one (XXIIaa) by 8-ethoxy-7-methoxy-5-phenyl-1,3-dihydro-2H-1,4-benzodiazepin-2-one (XXIIam), and ethylene carbonate by iodomethane, and proceeding in the same manner, the abovenamed product is obtained. Yield: 69%. M: 138–140° C. 1H-NMR (CDCl3, 200 MHz): d 1.54 (t, 3H, CH3), 3.38 (s, 3H, NCH3), 3.74 (s, 3H, OCH3), 4.18 (q, 2H, —OCH2), 4.29 (AB system, ? d=0.98, JAB=10.5, 2H, —CH2), 6.70 (s, 1H Ar), 6.77 (s, 1H Ar)... Reactants: COC1=CC=C(CN2N=C(C=3C2=NC=C(C3)C=3C=C(C(=O)[O-])C=CC3)C)C=C1 (3-(1-(4-methoxybenzyl)-3-methyl-1H-pyrazolo[3,4-b]pyridin-5-yl)benzoate), FC(C(=O)O)(F)F (trifluoroacetic acid). The solvent is C(Cl)(Cl)Cl (chloroform). Reaction conditions: temperature 50 celsius. The product is CC1=NNC2=NC=C(C=C21)C=2C=C(C(=O)OCC)C=CC2 (Ethyl 3-(3-methyl-1H-pyrazolo[3,4-b]pyridin-5-yl)benzoate). RXN SMILES: COC1C=CC(C[N:8]2[C:12]3=[N:13][CH:14]=[C:15]([C:17]4[CH:18]=[C:19]([CH:23]=[CH:24][CH:25]=4)[C:20]([O-:22])=[O:21])[CH:16]=[C:11]3[C:10]([CH3:26])=[N:9]2)=CC=1.F[C:30](F)(F)[C:31](O)=O>C(Cl)(Cl)Cl>[CH3:26][C:10]1[C:11]2[C:12](=[N:13][CH:14]=[C:15]([C:17]3[CH:18]=[C:19]([CH:23]=[CH:24][CH:25]=3)[C:20]([O:22][CH2:30][CH3:31])=[O:21])[CH:16]=2)[NH:8][N:9]=1. Procedure: To a solution of 3-(1-(4-methoxybenzyl)-3-methyl-1H-pyrazolo[3,4-b]pyridin-5-yl)benzoate (118) (70 mg, 0.74 mmol) dissolved in chloroform (5 mL) was added trifluoroacetic acid (8 mL) and the reaction mixture was heated at 50° C. for 12 h. After completion of the reaction the solvents were removed and diluted with cold water, pH was adjusted to 8 and the aqueous phase extracted with chloroform two times. The organic layer was washed with brine solution and dried over sodium sulphate and the solve... The reactants are C(=O)(C(F)(F)F)O (TFA), NC(=O)C=1SC(=CC1OC(C)C=1C=C(C=CC1)OC1CCN(CC1)C(=O)OC(C)(C)C)N1C=NC2=C1C=CC(=C2)C=2C=NN(C2)C ((+/−)-1,1-Dimethylethyl 4-({3-[1-({2-(aminocarbonyl)-5-[5-(1-methyl-1H-pyrazol-4-yl)-1H-benzimidazol-1-yl]-3-thienyl}oxy)ethyl]phenyl}oxy)-1-piperidinecarboxylate), [OH-].[Na+] (NaOH). The solvent is C(Cl)Cl (DCM). Run at temperature 0 celsius. Product: CN1N=CC(=C1)C1=CC2=C(N(C=N2)C2=CC(=C(S2)C(=O)N)OC(C)C2=CC(=CC=C2)OC2CCNCC2)C=C1 ((+/−)-5-[5-(1-Methyl-1H-pyrazol-4-yl)-1H-benzimidazol-1-yl]-3-({1-[3-(4-piperidinyloxy)phenyl]ethyl}oxy)-2-thiophenecarboxamide). The yield is 68.3%. RXN SMILES: [NH2:1][C:2]([C:4]1[S:5][C:6]([N:32]2[C:36]3[CH:37]=[CH:38][C:39]([C:41]4[CH:42]=[N:43][N:44]([CH3:46])[CH:45]=4)=[CH:40][C:35]=3[N:34]=[CH:33]2)=[CH:7][C:8]=1[O:9][CH:10]([C:12]1[CH:13]=[C:14]([O:18][CH:19]2[CH2:24][CH2:23][N:22](C(OC(C)(C)C)=O)[CH2:21][CH2:20]2)[CH:15]=[CH:16][CH:17]=1)[CH3:11])=[O:3].C(O)(C(F)(F)F)=O.[OH-].[Na+]>C(Cl)Cl>[CH3:46][N:44]1[CH:45]=[C:41]([C:39]2[CH:38]=[CH:37][C:36]3[N:32]([C:6]4[S:5][C:4]([C:2]([NH2:1])=[O:3])=[C:8]([O:9][CH:10]([C:12]5[CH:17]=[CH:16][CH:15]=[C:14]([O:18][CH:19]6[CH2:20][CH2:21][NH:22][CH2:23][CH2:24]6)[CH:13]=5)[CH3:11])[CH:7]=4)[CH:33]=[N:34][C:35]=3[CH:40]=2)[CH:42]=[N:43]1 |f:2.3|. Procedure: (+/−)-1,1-Dimethylethyl 4-({3-[1-({2-(aminocarbonyl)-5-[5-(1-methyl-1H-pyrazol-4-yl)-1H-benzimidazol-1-yl]-3-thienyl}oxy)ethyl]phenyl}oxy)-1-piperidinecarboxylate (0.378 g, 0.588 mmol) was dissolved in 12 mL of DCM with stirring and cooled to 0° C. TFA (3.0 mL, 39 mmol) was added, and the reaction was stirred for 1.5 h. The reaction was pipeted onto 80 mL of aqueous 2N NaOH solution, rinsing with DCM. The mixture was extracted three times with 4:1 DCM/i-PrOH. The combined organic layers were dri...